describe an organic reaction: reactants, conditions, products, and yield From a dataset of the Open Reaction Database (ORD), a public repository of structured organic reaction records. Starting materials: CC1Cc2cccc(S(=O)(=O)N=C=O)c2OS1(=O)=O, Cc1cc(C2CC2)nc(N)n1, C1COCCO1. Product: Cc1cc(C2CC2)nc(NC(=O)NS(=O)(=O)c2cccc3c2OS(=O)(=O)C(C)C3)n1. Reaction SMILES: [CH3:1][CH:2]1[S:3](=[O:18])(=[O:19])[O:4][c:5]2[c:6]([cH:8][cH:9][cH:10][c:11]2[S:12](=[O:13])(=[O:14])[N:15]=[C:16]=[O:17])[CH2:7]1.[NH2:20][c:21]1[n:22][c:23]([CH3:30])[cH:24][c:25]([CH:27]2[CH2:28][CH2:29]2)[n:26]1.[O:31]1[CH2:32][CH2:33][O:34][CH2:35][CH2:36]1>>[CH3:1][CH:2]1[S:3](=[O:18])(=[O:19])[O:4][c:5]2[c:6]([cH:8][cH:9][cH:10][c:11]2[S:12](=[O:13])(=[O:14])[NH:15][C:16](=[O:17])[NH:20][c:21]2[n:22][c:23]([CH3:30])[cH:24][c:25]([CH:27]3[CH2:28][CH2:29]3)[n:26]2)[CH2:7]1. Starting materials: S1C2=C(C=C1C1=NNC(CC3=C1C=C(C(=C3)OCC)OCC)=O)C=CC=C2 (1-(2-benzo[b]thienyl)-7,8-diethoxy-3,5-dihydro-4H-2,3-benzodiazepin-4-one), S1C2=C(C=C1C1=NNC(C(C3=C1C=C(C(=C3)OCC)OCC)CC)=O)C=CC=C2 (1-(benzo[b]thienyl)-7,8-diethoxy-5-ethyl-3,5-dihydro-4H-2,3-benzodiazepin-4-one). Product: S1C2=C(C=C1C1=NN(C(C(C3=C1C=C(C(=C3)OCC)OCC)CC)=O)C)C=CC=C2 (1-(2-benzo[b]thienyl)-7,8-diethoxy-5-ethyl-3-methyl-3,5-dihydro-4H-2,3-benzodiazepin-4-one). Yield: 70.0%. As a reaction SMILES: S1C(C2C3C=C(OCC)C(OCC)=CC=3CC(=O)NN=2)=CC2C=CC=C[C:2]1=2.[S:28]1[C:32]([C:33]2[C:39]3[CH:40]=[C:41]([O:47][CH2:48][CH3:49])[C:42]([O:44][CH2:45][CH3:46])=[CH:43][C:38]=3[CH:37]([CH2:50][CH3:51])[C:36](=[O:52])[NH:35][N:34]=2)=[CH:31][C:30]2[CH:53]=[CH:54][CH:55]=[CH:56][C:29]1=2>>[S:28]1[C:32]([C:33]2[C:39]3[CH:40]=[C:41]([O:47][CH2:48][CH3:49])[C:42]([O:44][CH2:45][CH3:46])=[CH:43][C:38]=3[CH:37]([CH2:50][CH3:51])[C:36](=[O:52])[N:35]([CH3:2])[N:34]=2)=[CH:31][C:30]2[CH:53]=[CH:54][CH:55]=[CH:56][C:29]1=2. Reported procedure: By replacing 1-(2-benzo[b]thienyl)-7,8-diethoxy-3,5-dihydro-4H-2,3-benzodiazepin-4-one VIab in example IIIba by 1-(benzo[b]thienyl)-7,8-diethoxy-5-ethyl-3,5-dihydro-4H-2,3-benzodiazepin-4-one VIad and proceeding in the same manner, the abovenamed product is obtained. Yield: 70%. M: 79–81° C. 1H-NMR (200 MHz, CDCl3): d 1.07 (t, J=7.2, 3H, CH3), 1.42 (t, J=7.0, 3H, CH3), 1.52 (t, J=7.0, 3H, CH3), 1.92–2.47 (m, 2H, 5-CH2CH3), 2.96–3.04 (m, 1H, 5-H), 3.45 (s, 3H, 3-CH3), 3.99–4.25 (m, 4H, 3×OCH2CH3)...